Dataset: the Open Reaction Database (ORD), a public repository of structured organic reaction records. Task: describe an organic reaction: reactants, conditions, products, and yield The reactants are C(C1=CC=CC=C1)N1C[C@@H]2[C@@H]([C@H](C1)CCl)O[C@]([C@@](O2)(C)OC)(C)OC ((2S,3S,4aR,8S,8aR)-6-benzyl-8-(chloromethyl)-2,3-dimethoxy-2,3-dimethyloctahydro-[1,4]dioxino[2,3-c]pyridine), FC(C(=O)O)(F)F (trifluoroacetic acid). Solvent: ClCCl (dichloromethane). Yields the product C(C1=CC=CC=C1)N1C[C@H]([C@@H]([C@H](C1)CCl)O)O ((3R,4R,5S)-1-benzyl-5-(chloromethyl)piperidine-3,4-diol). As a reaction SMILES: [CH2:1]([N:8]1[CH2:13][C@H:12]([CH2:14][Cl:15])[C@H:11]2[O:16][C@@](OC)(C)[C@](OC)(C)[O:19][C@@H:10]2[CH2:9]1)[C:2]1[CH:7]=[CH:6][CH:5]=[CH:4][CH:3]=1.FC(F)(F)C(O)=O>ClCCl>[CH2:1]([N:8]1[CH2:13][C@H:12]([CH2:14][Cl:15])[C@@H:11]([OH:16])[C@H:10]([OH:19])[CH2:9]1)[C:2]1[CH:3]=[CH:4][CH:5]=[CH:6][CH:7]=1. Procedure details: To a solution of (2S,3S,4aR,8S,8aR)-6-benzyl-8-(chloromethyl)-2,3-dimethoxy-2,3-dimethyloctahydro-[1,4]dioxino[2,3-c]pyridine (2) (2.2 g, 5.9 mmol) in dichloromethane (15 mL) was added trifluoroacetic acid (0.35 mol, 26 mL). Reaction mixture was heated at reflux for about 1 hour at which point reaction was judged complete by TLC. Excess solvent and TFA were evaporated in vacuo and the residue was chromatographed using silica gel (2-8% MeOH in CHCl3). Fractions were combined and evaporated to giv... The reactants are CC(C)(C)[O-].[K+] (t-BuOK), C1OC=2C=C(C=CC2O1)O (3,4-methylenedioxyphenol), [K] (potassium), C(C)S(=O)(=O)C1=NC=C(C=C1)S(=O)(=O)CC (2,5-bis(ethylsulfonyl)pyridine), CC(C)(C)[O-].[K+] (t-BuOK), ice. The solvent is C1CCOC1 (THF), CS(=O)C (DMSO). The product is C1OC=2C=C(OC3=NC=CC=C3)C=CC2O1 (2-(3,4-methylenedioxyphenoxy)pyridine), 5-ethylsulfonyl. Isolated yield 80.0%. As a reaction SMILES: CC([O-])(C)C.[K+].[CH2:7]1[O:15][C:14]2[CH:13]=[CH:12][C:11]([OH:16])=[CH:10][C:9]=2[O:8]1.[K].C(S([C:23]1[CH:28]=[CH:27][C:26](S(CC)(=O)=O)=[CH:25][N:24]=1)(=O)=O)C>CS(C)=O.C1COCC1>[CH2:7]1[O:15][C:14]2[CH:13]=[CH:12][C:11]([O:16][C:23]3[CH:28]=[CH:27][CH:26]=[CH:25][N:24]=3)=[CH:10][C:9]=2[O:8]1 |f:0.1,^1:16|. Reported procedure: Into a reaction flask was weighed 5.6 g of t-BuOK and then 50 ml of THF was added. In 50 ml of DMSO was dissolved 6.2 g of 3,4-methylenedioxyphenol which was then slowly added to the t-BuOK solution with stirring. To the resulting potassium phenate solution was added 10.5 g of 2,5-bis(ethylsulfonyl)pyridine and this mixture heated at 50°-55° C. for 3 hrs. After cooling, the reaction mixture was poured into 400 g of ice, stirred and then filtered. The solid which was recovered was dissolved in CH... Reactants: P12(=S)SP3(=S)SP(=S)(S1)SP(=S)(S2)S3 (phosphorus pentasulfide), C([O-])([O-])=O.[Na+].[Na+] (sodium carbonate), FC1=CC=C(C=C1)C1CSCC(N1)=O (5-(4-fluoro-phenyl)-thiomorpholin-3-one). Run in C1CCOC1 (THF), C1CCOC1 (THF), Na3PO4. Yields the product FC1=CC=C(C=C1)C1CSCC(N1)=S (5-(4-fluoro-phenyl)-thiomorpholine-3-thione). The yield is 63.0%. RXN SMILES: P12(SP3(SP(SP(S3)(S1)=S)(=S)S2)=S)=[S:2].C(=O)([O-])[O-].[Na+].[Na+].[F:21][C:22]1[CH:27]=[CH:26][C:25]([CH:28]2[NH:33][C:32](=O)[CH2:31][S:30][CH2:29]2)=[CH:24][CH:23]=1>C1COCC1>[F:21][C:22]1[CH:27]=[CH:26][C:25]([CH:28]2[NH:33][C:32](=[S:2])[CH2:31][S:30][CH2:29]2)=[CH:24][CH:23]=1 |f:1.2.3|. Procedure details: A mixture of phosphorus pentasulfide (5.12 g, 11.5 mmol) and sodium carbonate (1.22 g, 11.5 mmol) in THF (30 mL) was stirred at room temperature. A solution of 5-(4-fluoro-phenyl)-thiomorpholin-3-one (2.0 g, 9.5 mmol) in THF (25 mL) was slowly added, and the mixture was stirred at room temperature for 90 minutes. The mixture was diluted with 10% aqueous Na3PO4 solution (40 mL), and stirred at room temperature for five minutes. The mixture was extracted with a 1:4 mixture of ethyl acetate and die... Reactants: CC(C)(C)OC(=O)N1CCN(C(=O)c2ccc(C=O)cc2)CC1, C1COCCN1, CO, [Na+], O=C([O-])O. The product is CC(C)(C)OC(=O)N1CCN(C(=O)c2ccc(CN3CCOCC3)cc2)CC1. As a reaction SMILES: [C:1]([CH3:2])([CH3:3])([CH3:4])[O:5][C:6](=[O:7])[N:8]1[CH2:9][CH2:10][N:11]([C:14]([c:15]2[cH:16][cH:17][c:18]([CH:21]=[O:22])[cH:19][cH:20]2)=[O:23])[CH2:12][CH2:13]1.[CH2:24]1[CH2:25][O:26][CH2:27][CH2:28][NH:29]1.[CH3:30][OH:31].[Na+:36].[O-:32][C:33]([OH:34])=[O:35]>>[C:1]([CH3:2])([CH3:3])([CH3:4])[O:5][C:6](=[O:7])[N:8]1[CH2:9][CH2:10][N:11]([C:14]([c:15]2[cH:16][cH:17][c:18]([CH2:21][N:29]3[CH2:24][CH2:25][O:26][CH2:27][CH2:28]3)[cH:19][cH:20]2)=[O:23])[CH2:12][CH2:13]1. Reactants: CC1([C@H]([C@@H]1C=C(C(C(F)(F)F)(F)F)Cl)C(=O)O)C (trans-2,2-dimethyl-3-(2-chloro-3,3,4,4,4-pentafluoro-1-butenyl)-cyclopropane-1-carboxylic acid), S(=O)(Cl)Cl (thionyl chloride). Solvent: C(Cl)(Cl)(Cl)Cl (carbon tetrachloride). Conditions: temperature 80 celsius. Yields the product CC1([C@H]([C@@H]1C=C(C(C(F)(F)F)(F)F)Cl)C(=O)Cl)C (trans-2,2-dimethyl-3-(2-chloro-3,3,4,4,4-pentafluoro-1-butenyl)-cyclopropane-1-carboxylic acid chloride). Reaction SMILES: [CH3:1][C:2]1([CH3:18])[C@@H:4]([CH:5]=[C:6]([Cl:14])[C:7]([F:13])([F:12])[C:8]([F:11])([F:10])[F:9])[C@@H:3]1[C:15](O)=[O:16].S(Cl)([Cl:21])=O>C(Cl)(Cl)(Cl)Cl>[CH3:1][C:2]1([CH3:18])[C@@H:4]([CH:5]=[C:6]([Cl:14])[C:7]([F:13])([F:12])[C:8]([F:11])([F:10])[F:9])[C@@H:3]1[C:15]([Cl:21])=[O:16]. Procedure: 21.5 g (0.07 mol) of (±)-cis/trans-2,2-dimethyl-3-(2-chloro-3,3,4,4,4-pentafluoro-1-butenyl)-cyclopropane-1-carboxylic acid were dissolved in 150 ml of carbon tetrachloride, and 50 ml of thionyl chloride were added. The mixture was then warmed to 80° C. for 1 hour, while stirring. After distilling off the excess thionyl chloride and the solvent, the residue was distilled under a high vacuum. 21 g of (±)-cis/trans-2,2-dimethyl-3-(2-chloro-3,3,4,4,4-pentafluoro-1-butenyl)-cyclopropane-1-carboxylic...